From a dataset of the Open Reaction Database (ORD), a public repository of structured organic reaction records. describe an organic reaction: reactants, conditions, products, and yield Starting materials: O=C1c2ccccc2C(=O)N1CCBr, O=C([O-])O, CN(C)C=O, Nc1ccc(OCC(F)(F)C(F)F)cc1, [I-], [K+], [K+]. Yields the product O=C1c2ccccc2C(=O)N1CCNc1ccc(OCC(F)(F)C(F)F)cc1. As a reaction SMILES: [Br:16][CH2:17][CH2:18][N:19]1[C:20](=[O:29])[c:21]2[c:22]([cH:25][cH:26][cH:27][cH:28]2)[C:23]1=[O:24].[C:30](=[O:31])([OH:32])[O-:33].[CH3:37][N:38]([CH3:39])[CH:40]=[O:41].[F:1][C:2]([CH2:3][O:4][c:5]1[cH:6][cH:7][c:8]([NH2:9])[cH:10][cH:11]1)([CH:12]([F:13])[F:14])[F:15].[I-:36].[K+:34].[K+:35]>>[F:1][C:2]([CH2:3][O:4][c:5]1[cH:6][cH:7][c:8]([NH:9][CH2:17][CH2:18][N:19]2[C:20](=[O:29])[c:21]3[c:22]([cH:25][cH:26][cH:27][cH:28]3)[C:23]2=[O:24])[cH:10][cH:11]1)([CH:12]([F:13])[F:14])[F:15]. Starting materials: COC1(OC)COC2C(Cl)CN(C(=O)OCc3ccccc3)C21, [H][H]. Product: COC1(OC)COC2C(Cl)CNC21. Reaction SMILES: [CH2:1]([O:2][C:3](=[O:4])[N:11]1[CH:12]2[CH:13]([CH:14]([Cl:16])[CH2:15]1)[O:17][CH2:18][C:19]2([O:20][CH3:21])[O:22][CH3:23])[c:5]1[cH:6][cH:7][cH:8][cH:9][cH:10]1.[H:24][H:25]>>[NH:11]1[CH:12]2[CH:13]([CH:14]([Cl:16])[CH2:15]1)[O:17][CH2:18][C:19]2([O:20][CH3:21])[O:22][CH3:23]. Starting materials: FC(C(=O)O)(F)F (Trifluoroacetic acid), C(C)(C)(C)OC(NC1CN(CC1)C(=O)C=1SC2=C(C=CC=3C=NC(=NC23)NC2=CC(=CC=C2)S(N)(=O)=O)N1)=O ({1-[8-(3-Sulfamoyl-phenylamino)-thiazolo[4,5-h]quinazoline-2-carbonyl]-pyrrolidin-3-yl}-carbamic acid tert-butyl ester). Solvent: ClCCl (dichloromethane). Conditions: time 1 hour. Product: NC1CN(CC1)C(=O)C=1SC2=C(C=CC=3C=NC(=NC23)NC=2C=C(C=CC2)S(=O)(=O)N)N1 (3-[2-(3-aminopyrrolidine-1-carbonyl)-thiazolo[4,5-h]quinazolin-8-ylamino]-benzenesulfonamide). RXN SMILES: FC(F)(F)C(O)=O.C(OC(=O)[NH:14][CH:15]1[CH2:19][CH2:18][N:17]([C:20]([C:22]2[S:23][C:24]3[C:33]4[N:32]=[C:31]([NH:34][C:35]5[CH:40]=[CH:39][CH:38]=[C:37]([S:41](=[O:44])(=[O:43])[NH2:42])[CH:36]=5)[N:30]=[CH:29][C:28]=4[CH:27]=[CH:26][C:25]=3[N:45]=2)=[O:21])[CH2:16]1)(C)(C)C>ClCCl>[NH2:14][CH:15]1[CH2:19][CH2:18][N:17]([C:20]([C:22]2[S:23][C:24]3[C:33]4[N:32]=[C:31]([NH:34][C:35]5[CH:36]=[C:37]([S:41]([NH2:42])(=[O:43])=[O:44])[CH:38]=[CH:39][CH:40]=5)[N:30]=[CH:29][C:28]=4[CH:27]=[CH:26][C:25]=3[N:45]=2)=[O:21])[CH2:16]1. Procedure: Trifluoroacetic acid (1 ml) was added to a suspension of {1-[8-(3-Sulfamoyl-phenylamino)-thiazolo[4,5-h]quinazoline-2-carbonyl]-pyrrolidin-3-yl}-carbamic acid tert-butyl ester (87 mg, 0.15 mmol) in dichloromethane (1 ml). The reaction mixture was stirred at room temperature for 1 hour. The solution was concentrated under reduced pressure and the residue was purified by reverse phase preparative HPLC [Waters Delta-Pak C18, 15 uM, 100 A column, gradient 10%-100% B (solvent A: 0.05% TFA in water; s... Starting materials: FC(C)(F)C1=CC=C(O1)CN1N=C(C=C1)N (1-[5-(1,1-difluoro-ethyl)-furan-2-ylmethyl]-1H-pyrazol-3-ylamine), ClC1=C(C=CC(=C1)F)/C=C/C(=O)O ((E)-3-(2-chloro-4-fluoro-phenyl)-acrylic acid), 05b. Yields the product ClC1=C(C=CC(=C1)F)/C=C/C(=O)NC1=NN(C=C1)CC=1OC(=CC1)C(C)(F)F ((E)-3-(2-Chloro-4-fluoro-phenyl)-N-{1-[5-(1,1-difluoro-ethyl)-furan-2-ylmethyl]-1H-pyrazol-3-yl}-acrylamide). RXN SMILES: [F:1][C:2]([C:5]1[O:9][C:8]([CH2:10][N:11]2[CH:15]=[CH:14][C:13]([NH2:16])=[N:12]2)=[CH:7][CH:6]=1)([F:4])[CH3:3].[Cl:17][C:18]1[CH:23]=[C:22]([F:24])[CH:21]=[CH:20][C:19]=1/[CH:25]=[CH:26]/[C:27](O)=[O:28]>>[Cl:17][C:18]1[CH:23]=[C:22]([F:24])[CH:21]=[CH:20][C:19]=1/[CH:25]=[CH:26]/[C:27]([NH:16][C:13]1[CH:14]=[CH:15][N:11]([CH2:10][C:8]2[O:9][C:5]([C:2]([F:1])([F:4])[CH3:3])=[CH:6][CH:7]=2)[N:12]=1)=[O:28]. Reported procedure: Following general procedure B, starting from 1-[5-(1,1-difluoro-ethyl)-furan-2-ylmethyl]-1H-pyrazol-3-ylamine and (E)-3-(2-chloro-4-fluoro-phenyl)-acrylic acid. LC-MS-conditions 05b: tR=1.14 min; [M+H]+=410.03.